From a dataset of the Open Reaction Database (ORD), a public repository of structured organic reaction records. describe an organic reaction: reactants, conditions, products, and yield The reactants are OCCC1CCN(Cc2ccc(F)cc2)CC1, O=C1NC(=O)c2ccccc21, C1CCOC1, c1ccc(P(c2ccccc2)c2ccccc2)cc1. The product is O=C1c2ccccc2C(=O)N1CCC1CCN(Cc2ccc(F)cc2)CC1. RXN SMILES: [F:1][c:2]1[cH:3][cH:4][c:5]([CH2:6][N:7]2[CH2:8][CH2:9][CH:10]([CH2:13][CH2:14][OH:15])[CH2:11][CH2:12]2)[cH:16][cH:17]1.[O:37]=[C:38]1[NH:39][C:40](=[O:41])[c:42]2[cH:43][cH:44][cH:45][cH:46][c:47]21.[O:48]1[CH2:49][CH2:50][CH2:51][CH2:52]1.[c:18]1([P:19]([c:20]2[cH:21][cH:22][cH:23][cH:24][cH:25]2)[c:26]2[cH:27][cH:28][cH:29][cH:30][cH:31]2)[cH:32][cH:33][cH:34][cH:35][cH:36]1>>[F:1][c:2]1[cH:3][cH:4][c:5]([CH2:6][N:7]2[CH2:8][CH2:9][CH:10]([CH2:13][CH2:14][N:39]3[C:38](=[O:37])[c:47]4[c:42]([cH:43][cH:44][cH:45][cH:46]4)[C:40]3=[O:41])[CH2:11][CH2:12]2)[cH:16][cH:17]1. The reactants are CN(C)C=O (DMF), P(=O)(Cl)(Cl)Cl (phosphorus oxychloride), C(C)(=O)[O-].[Na+] (sodium acetate), N1(CCOCC1)C=1C=C(C=CC1)O (3-(4-morpholinyl)phenol). Run in O (water). Run at time 30 minute. The product is OC1=C(C=O)C=CC(=C1)N1CCOCC1 (2-Hydroxy-4-morpholin-4-yl-benzaldehyde). Isolated yield 23.0%. As a reaction SMILES: CN([CH:4]=[O:5])C.P(Cl)(Cl)(Cl)=O.[N:11]1([C:17]2[CH:18]=[C:19]([OH:23])[CH:20]=[CH:21][CH:22]=2)[CH2:16][CH2:15][O:14][CH2:13][CH2:12]1.C([O-])(=O)C.[Na+]>O>[OH:23][C:19]1[CH:18]=[C:17]([N:11]2[CH2:12][CH2:13][O:14][CH2:15][CH2:16]2)[CH:22]=[CH:21][C:20]=1[CH:4]=[O:5] |f:3.4|. Procedure: DMF (10 mL) was treated dropwise with phosphorus oxychloride (2.3 g, 15 mmol). The reaction was kept at 25° C. by cooling on ice. The reaction mixture was treated with 3-(4-morpholinyl)phenol (2.5 g, 14 mmol) in small portions, stirred for 30 min at room temperature, then stirred at 100° C. for 8 h. After cooling, the mixture was poured into aqueous sodium acetate (1 M, 40 mL) and 10 mL of water was added. The resulting precipitate was collected by filtration, washed with water (10 mL), air drie... Starting materials: CC1(C)CCCC(C)(C)N1O, CC#N, [O-][Cl+][O-], [O-]Cl, OCCn1cnc2ccc(F)c(F)c21, [Na+], [Na+], [Na+], [Na+], [Na+], [Na+], [Na+], [Na+], [OH-], O, O=P([O-])([O-])[O-], O=S([O-])[O-]. Yields the product O=C(O)Cn1cnc2ccc(F)c(F)c21. As a reaction SMILES: [CH3:23][C:24]1([CH3:33])[N:25]([O:26])[C:27]([CH3:28])([CH3:29])[CH2:30][CH2:31][CH2:32]1.[CH3:50][C:51]#[N:52].[Cl+:34]([O-:35])[O-:36].[Cl:38][O-:39].[F:1][c:2]1[cH:3][cH:4][c:5]2[c:6]([n:7]([CH2:10][CH2:11][OH:12])[cH:8][n:9]2)[c:13]1[F:14].[Na+:20].[Na+:21].[Na+:22].[Na+:37].[Na+:40].[Na+:45].[Na+:46].[Na+:48].[OH-:47].[OH2:49].[P:15](=[O:16])([O-:17])([O-:18])[O-:19].[S:41]([O-:42])([O-:43])=[O:44]>>[F:1][c:2]1[cH:3][cH:4][c:5]2[c:6]([n:7]([CH2:10][C:11](=[O:12])[OH:16])[cH:8][n:9]2)[c:13]1[F:14]. Reactants: ClC=1C(=NC(=NC1)NC=1C=CC2=C(NC(CNC2)=O)C1)NC1=C(C(=O)NC)C=CC=C1F (2-[5-chloro-2-(2-oxo-2,3,4,5-tetrahydro-1H-benzo[e][1,4]diazepin-8-ylamino)-pyrimidin-4-ylamino]-3-fluoro-N-methyl-benzamide), C([O-])([O-])=O.[K+].[K+] (potassium carbonate), ICCC(F)(F)F (1-iodo-3,3,3-trifluoropropane). Solvent: C(CCC)O (butanol). Yields the product ClC=1C(=NC(=NC1)NC=1C=CC2=C(NC(CN(C2)CCC(F)(F)F)=O)C1)NC1=C(C(=O)NC)C=CC=C1F (2-{5-chloro-2-[2-oxo-4-(3,3,3-trifluoro-propyl)-2,3,4,5-tetrahydro-1H-benzo[e][1,4]diazepin-8-ylamino]-pyrimidin-4-ylamino}-3-fluoro-N-methyl-benzamide). Isolated yield 25.7%. Reaction SMILES: [Cl:1][C:2]1[C:3]([NH:21][C:22]2[C:31]([F:32])=[CH:30][CH:29]=[CH:28][C:23]=2[C:24]([NH:26][CH3:27])=[O:25])=[N:4][C:5]([NH:8][C:9]2[CH:10]=[CH:11][C:12]3[CH2:18][NH:17][CH2:16][C:15](=[O:19])[NH:14][C:13]=3[CH:20]=2)=[N:6][CH:7]=1.C(=O)([O-])[O-].[K+].[K+].I[CH2:40][CH2:41][C:42]([F:45])([F:44])[F:43]>C(O)CCC>[Cl:1][C:2]1[C:3]([NH:21][C:22]2[C:31]([F:32])=[CH:30][CH:29]=[CH:28][C:23]=2[C:24]([NH:26][CH3:27])=[O:25])=[N:4][C:5]([NH:8][C:9]2[CH:10]=[CH:11][C:12]3[CH2:18][N:17]([CH2:40][CH2:41][C:42]([F:45])([F:44])[F:43])[CH2:16][C:15](=[O:19])[NH:14][C:13]=3[CH:20]=2)=[N:6][CH:7]=1 |f:1.2.3|. Reported procedure: A solution of 2-[5-chloro-2-(2-oxo-2,3,4,5-tetrahydro-1H-benzo[e][1,4]diazepin-8-ylamino)-pyrimidin-4-ylamino]-3-fluoro-N-methyl-benzamide (50 mg, 0.11 mmol), potassium carbonate (31 mg, 0.22 mmol) and 1-iodo-3,3,3-trifluoropropane (58 mg, 0.25 mmol) was heated at 115° C. in butanol (3 mL) for 24 hours. After evaporated solvent, chromatography of the crude solid on a TLC plate with methylene chloride and methanol (25:1) to give 15.6 mg of 2-{5-chloro-2-[2-oxo-4-(3,3,3-trifluoro-propyl)-2,3,4,5-t... RXN SMILES: [OH:1][C:2]1[CH:7]=[CH:6][N:5]([CH2:8][CH2:9][C:10]2[CH:15]=[CH:14][C:13]([CH2:16][OH:17])=[CH:12][CH:11]=2)[C:4](=[O:18])[CH:3]=1.Br[CH2:20][C:21]1[CH:26]=[CH:25][N:24]=[CH:23][CH:22]=1.C(=O)([O-])[O-].[K+].[K+]>CN(C=O)C.CCOC(C)=O>[OH:17][CH2:16][C:13]1[CH:14]=[CH:15][C:10]([CH2:9][CH2:8][N:5]2[CH:6]=[CH:7][C:2]([O:1][CH2:20][C:21]3[CH:26]=[CH:25][N:24]=[CH:23][CH:22]=3)=[CH:3][C:4]2=[O:18])=[CH:11][CH:12]=1 |f:2.3.4|. Reaction conditions: time 8 hour. Procedure: To 400 mg (1.63 mmol) 4-hydroxy-1-[2-(4-hydroxymethyl-phenyl)-ethyl]-1H-pyridin-2-one (preparation 2b) in 20 mL DMF is added 0.45 g (1.79 mmol) 4-bromomethyl-pyridine and 0.68 g (4.89 mmol) potassium carbonate. The reaction mixture is stirred overnight at RT, diluted with 60 mL of EtOAc and is washed twice with water. The organic phase is dried over MgSO4, filtered and the solvent is evaporated. The residue is purified via reverse HPLC chromatography (Waters symmetry C18; water (0.15% formic aci... Yields the product OCC1=CC=C(C=C1)CCN1C(C=C(C=C1)OCC1=CC=NC=C1)=O (1-[2-(4-Hydroxymethyl-phenyl)-ethyl]-4-(pyridin-4-ylmethoxy)-1H-pyridin-2-one). The solvent is CN(C)C=O (DMF), CCOC(=O)C (EtOAc). Reactants: OC1=CC(N(C=C1)CCC1=CC=C(C=C1)CO)=O (4-Hydroxy-1-[2-(4-hydroxymethyl-phenyl)-ethyl]-1H-pyridin-2-one), BrCC1=CC=NC=C1 (4-bromomethyl-pyridine), C([O-])([O-])=O.[K+].[K+] (potassium carbonate). Reactants: BrC(C(OC1=CC=C(C=C1)[N+](=O)[O-])(F)F)F (4-(2-bromo-1,1,2-trifluoroethoxy)-nitrobenzene). Reagents/catalysts: [Pd] (palladium). The solvent is C(C)(=O)OCC (ethyl acetate). The product is BrC(C(OC1=CC=C(N)C=C1)(F)F)F (4-(2-Bromo-1,1,2-trifluoroethoxy)-aniline). The yield is 101.4%. RXN SMILES: [Br:1][CH:2]([F:16])[C:3]([F:15])([F:14])[O:4][C:5]1[CH:10]=[CH:9][C:8]([N+:11]([O-])=O)=[CH:7][CH:6]=1>[Pd].C(OCC)(=O)C>[Br:1][CH:2]([F:16])[C:3]([F:14])([F:15])[O:4][C:5]1[CH:10]=[CH:9][C:8]([NH2:11])=[CH:7][CH:6]=1. Reported procedure: 700 ml of absolute ethyl acetate were added to 275 g of 4-(2-bromo-1,1,2-trifluoroethoxy)-nitrobenzene, and hydrogenation was carried out using 20 g of palladium on active carbon. The catalyst was filtered off and the solvent was removed. 251 g of the compound were obtained; this was pure according to NMR analysis. Reactants: C(#N)C=1C(=C(C=CC1F)C(CN1[C@@H](CN(CC1)C(=O)OC(C)(C)C)CO)O)F (tert-Butyl (3S)-4-[2-(3-cyano-2,4-difluorophenyl)-2-hydroxyethyl]-3-(hydroxymethyl)piperazine-1-carboxylate), C(#N)C=P(CCCC)(CCCC)CCCC (cyanomethylenetri-n-butylphosphorane). Run in C1=CC=CC=C1 (benzene). Reaction conditions: temperature 100 celsius. The product is C(#N)C=1C(=C(C=CC1F)C1CN2[C@H](CO1)CN(CC2)C(=O)OC(C)(C)C)F (tert-butyl(9aS)-3-(3-cyano-2,4-difluorophenyl)hexahydropyrazino[2,1-c][1,4]oxazine-8(1H)-carboxylate). As a reaction SMILES: [C:1]([C:3]1[C:4]([F:28])=[C:5]([CH:10](O)[CH2:11][N:12]2[CH2:17][CH2:16][N:15]([C:18]([O:20][C:21]([CH3:24])([CH3:23])[CH3:22])=[O:19])[CH2:14][C@H:13]2[CH2:25][OH:26])[CH:6]=[CH:7][C:8]=1[F:9])#[N:2].C(C=P(CCCC)(CCCC)CCCC)#N>C1C=CC=CC=1>[C:1]([C:3]1[C:4]([F:28])=[C:5]([CH:10]2[O:26][CH2:25][C@@H:13]3[CH2:14][N:15]([C:18]([O:20][C:21]([CH3:23])([CH3:24])[CH3:22])=[O:19])[CH2:16][CH2:17][N:12]3[CH2:11]2)[CH:6]=[CH:7][C:8]=1[F:9])#[N:2]. Reported procedure: tert-Butyl (3S)-4-[2-(3-cyano-2,4-difluorophenyl)-2-hydroxyethyl]-3-(hydroxymethyl)piperazine-1-carboxylate (1.2 g, 3.0 mmol) and cyanomethylenetri-n-butylphosphorane (1.31 g, 5.44 mmol) were dissolved in 5 mL of benzene. The reaction mixture was degassed and heated to 100° C. for 16 h. LC-MS analysis showed product peak at 2.07 min (M+1=380). The reaction was cooled and evaporated to dryness. The residue was purified by MPLC chromatography through an 80 g Redi-sep column eluting with a 40% EtOA... Starting materials: FC(C(C(OC(COCCCCCBr)(F)F)(F)F)(F)F)(C(F)(F)F)F (5-(2-(nonafluorobutoxy)-2,2-difluoroethoxy)-pentyl bromide), C(CCCCCCCC)C=1C=NC(=NC1)C1=CC=C(C=C1)O (5-nonyl-2-(4-hydroxyphenyl)pyrimidine). Product: C(CCCCCCCC)C=1C=NC(=NC1)C1=CC=C(C=C1)OCCCCCOCC(F)(F)OC(C(C(C(F)(F)F)(F)F)(F)F)(F)F (5-Nonyl-2-[4-(5-(2-(nonfluorobutoxy)-2,2-difluoroethoxy)-pentoxy)phenyl]pyrimidine), crude product. As a reaction SMILES: [F:1][C:2]([F:25])([C:21]([F:24])([F:23])[F:22])[C:3]([F:20])([F:19])[C:4]([F:18])([F:17])[O:5][C:6]([F:16])([F:15])[CH2:7][O:8][CH2:9][CH2:10][CH2:11][CH2:12][CH2:13]Br.[CH2:26]([C:35]1[CH:36]=[N:37][C:38]([C:41]2[CH:46]=[CH:45][C:44]([OH:47])=[CH:43][CH:42]=2)=[N:39][CH:40]=1)[CH2:27][CH2:28][CH2:29][CH2:30][CH2:31][CH2:32][CH2:33][CH3:34]>>[CH2:26]([C:35]1[CH:36]=[N:37][C:38]([C:41]2[CH:42]=[CH:43][C:44]([O:47][CH2:13][CH2:12][CH2:11][CH2:10][CH2:9][O:8][CH2:7][C:6]([O:5][C:4]([F:18])([F:17])[C:3]([F:20])([F:19])[C:2]([F:25])([F:1])[C:21]([F:24])([F:23])[F:22])([F:16])[F:15])=[CH:45][CH:46]=2)=[N:39][CH:40]=1)[CH2:27][CH2:28][CH2:29][CH2:30][CH2:31][CH2:32][CH2:33][CH3:34]. Procedure: The title compound was prepared essentially as in Example 1 by combining 5-(2-(nonafluorobutoxy)-2,2-difluoroethoxy)-pentyl bromide (6.9 g of 91% purity, 13.5 mmol, Example 33) with 5-nonyl-2-(4-hydroxyphenyl)pyrimidine (4.0 g, 13.5 mmol). The resulting crude product was isolated essentially as described in Example 3 and purified by chromatography on silica gel, eluting with 5 vol. % ethyl acetate in hexane, recrystallization from ethanol followed by Kugelrohr distillation (240° C. at 0.4 torr) ... The reactants are C1(=CC=CC=C1)N1CNC(C12CCN(CC2)CC(COC2=CC=C(C=C2)F)=O)=O (1-phenyl-8-[3-(p-fluorophenoxy)-2-oxopropyl]-4-oxo-1,3,8-triazaspiro[4,5]decane), [OH-].[Na+] (sodium hydroxide), [BH4-].[Na+] (sodium borohydride), Cl (hydrochloric acid). Solvent: C(C)O (ethanol), O (water), O (water), C(C)O (ethanol). Conditions: time 5 hour. Yields the product C1(=CC=CC=C1)N1CNC(C12CCN(CC2)CC(COC2=CC=C(C=C2)F)O)=O (1-phenyl-8-[3-(p-fluorophenoxy)-2-hydroxypropyl]-4-oxo-1,3,8-triazaspiro[4,5]decane). Reaction SMILES: [BH4-].[Na+].[C:3]1([N:9]2[C:13]3([CH2:18][CH2:17][N:16]([CH2:19][C:20](=[O:30])[CH2:21][O:22][C:23]4[CH:28]=[CH:27][C:26]([F:29])=[CH:25][CH:24]=4)[CH2:15][CH2:14]3)[C:12](=[O:31])[NH:11][CH2:10]2)[CH:8]=[CH:7][CH:6]=[CH:5][CH:4]=1.Cl.[OH-].[Na+]>C(O)C.O>[C:3]1([N:9]2[C:13]3([CH2:18][CH2:17][N:16]([CH2:19][CH:20]([OH:30])[CH2:21][O:22][C:23]4[CH:24]=[CH:25][C:26]([F:29])=[CH:27][CH:28]=4)[CH2:15][CH2:14]3)[C:12](=[O:31])[NH:11][CH2:10]2)[CH:4]=[CH:5][CH:6]=[CH:7][CH:8]=1 |f:0.1,4.5|. Procedure details: To a mixture of 0.2 g of sodium borohydride in 10 ml of ethanol is added dropwise a solution of 2 g of 1-phenyl-8-[3-(p-fluorophenoxy)-2-oxopropyl]-4-oxo-1,3,8-triazaspiro[4,5]decane in 20 ml of ethanol. The mixture is stirred at room temperature for five hours. The resulting mixture is decomposed with 2N hydrochloric acid, diluted with water, made alkaline with sodium hydroxide and diluted again with water. After cooling, the precipitate is collected by filtration and dried to give 1-phenyl-8-[...